This data is from the Open Reaction Database (ORD), a public repository of structured organic reaction records. The task is: describe an organic reaction: reactants, conditions, products, and yield The reactants are C1(=CC=CC=C1)P(C1=CC=CC=C1)C1=CC=CC=C1 (triphenylphosphine), BrN1C(CCC1=O)=O (N-bromosuccinimide), CC=1C=C(C=CC1C)CCCO (3-(3,4-dimethylphenyl)-1-propanol). Run in C(Cl)Cl (methylene chloride). Reaction conditions: time 2 hour. The product is BrCCCC1=CC(=C(C=C1)C)C (1-(3-bromopropyl)-3,4-dimethylbenzene). Yield: 81.6%. As a reaction SMILES: [CH3:1][C:2]1[CH:3]=[C:4]([CH2:9][CH2:10][CH2:11]O)[CH:5]=[CH:6][C:7]=1[CH3:8].C1(P(C2C=CC=CC=2)C2C=CC=CC=2)C=CC=CC=1.[Br:32]N1C(=O)CCC1=O>C(Cl)Cl>[Br:32][CH2:11][CH2:10][CH2:9][C:4]1[CH:5]=[CH:6][C:7]([CH3:8])=[C:2]([CH3:1])[CH:3]=1. Procedure: Compound 37-2 (1.95 g) was dissolved in methylene chloride (50 ml), triphenylphosphine (3.46 g) and N-bromosuccinimide (2.33 g) were added under ice-cooling, and the mixture was stirred under ice-cooling for 2 hr, and at room temperature for 2 hr. The reaction mixture was washed with water and saturated brine, and dried over anhydrous magnesium sulfate. The solvent was evaporated under reduced pressure. Diethyl ether (100 ml) was added, and the precipitated triphenylphosphine oxide was filtered ...